describe an organic reaction: reactants, conditions, products, and yield From a dataset of the Open Reaction Database (ORD), a public repository of structured organic reaction records. The reactants are O (Water), C(C)(=O)Cl (Acetyl chloride), BrC=1C=C(C=CC1)O (3-bromophenol), N1=CC=CC=C1 (pyridine). The solvent is ClCCl (dichloromethane). Reaction conditions: time 18 hour. Product: C(C)(=O)OC1=CC(=CC=C1)Br (3-bromophenyl acetate). Isolated yield 90.4%. Reaction SMILES: [C:1](Cl)(=[O:3])[CH3:2].[Br:5][C:6]1[CH:7]=[C:8]([OH:12])[CH:9]=[CH:10][CH:11]=1.N1C=CC=CC=1.O>ClCCl>[C:1]([O:12][C:8]1[CH:9]=[CH:10][CH:11]=[C:6]([Br:5])[CH:7]=1)(=[O:3])[CH3:2]. Procedure: Acetyl chloride (10.2 mL, 144 mmol) was added in a dropwise manner over 1 h to a cold (ice bath) solution of 3-bromophenol (25 g, 144 mmol) and pyridine (10.8 mL, 144 mmol) in dichloromethane (100 mL), and the reaction was stirred 18 hr at room temperature. Water (150 mL) was added and the organic layer was extracted with dichloromethane. The combined organic layers were washed with 2.5N NaHSO4, 3N NaOH, water, brine, and dried over Na2SO4, and filtered. Concentration gave the 3-bromophenyl acet... Reactants: Cc1cccc(COC2CCCN(C(=O)OC(C)(C)C)C2c2ccccc2)c1C, CCOC(C)=O, Cl. Yields the product Cl, Cc1cccc(COC2CCC[NH2+]C2c2ccccc2)c1C. As a reaction SMILES: [C:2]([O:3][C:4](=[O:5])[N:9]1[CH:10]([c:25]2[cH:26][cH:27][cH:28][cH:29][cH:30]2)[CH:11]([O:15][CH2:16][c:17]2[c:18]([CH3:24])[c:19]([CH3:23])[cH:20][cH:21][cH:22]2)[CH2:12][CH2:13][CH2:14]1)([CH3:6])([CH3:7])[CH3:8].[CH3:31][CH2:32][O:33][C:34](=[O:35])[CH3:36].[ClH:1]>>[ClH:1].[NH2+:9]1[CH:10]([c:25]2[cH:26][cH:27][cH:28][cH:29][cH:30]2)[CH:11]([O:15][CH2:16][c:17]2[c:18]([CH3:24])[c:19]([CH3:23])[cH:20][cH:21][cH:22]2)[CH2:12][CH2:13][CH2:14]1. The reactants are S(=O)(Cl)Cl (thionyl chloride), C1OC=2C=C(CO)C=CC2O1 (3,4-methylenedioxybenzyl alcohol), polystyrene, C(=C)C1=C(C=CC=C1)C=C (divinylbenzene). Reaction conditions: temperature 0 celsius, time 1.5 hour. Yields the product C1OC=2C=C(CCl)C=CC2O1 (3,4-Methylenedioxybenzyl chloride). Procedure details: 15.04 ml of thionyl chloride are added dropwise, at 0° C., over the space of 25 min and under argon, to 10.82 g of 3,4-methylenedioxybenzyl alcohol (Fluka, Buchs, Switzerland) and 48 g of diisopropylaminomethylpolystyrene (polyhunig base: polystyrene crosslinked with 2% divinylbenzene, diisopropylaminomethylated; Fluka, Buchs, Switzerland) in 200 ml of abs. ether. After having been stirred at 0° C. for a further 1.5 h, the mixture is filtered with suction and the filtrate is concentrated on a RE... Run in CCOCC (ether). As a reaction SMILES: S(Cl)([Cl:3])=O.[CH2:5]1[O:15][C:14]2[CH:13]=[CH:12][C:9]([CH2:10]O)=[CH:8][C:7]=2[O:6]1.C(C1C=CC=CC=1C=C)=C>CCOCC>[CH2:5]1[O:15][C:14]2[CH:13]=[CH:12][C:9]([CH2:10][Cl:3])=[CH:8][C:7]=2[O:6]1.